From a dataset of the Open Reaction Database (ORD), a public repository of structured organic reaction records. describe an organic reaction: reactants, conditions, products, and yield The reactants are BrC(C(=O)N)C(=O)C1=CC=C(C=C1)Cl (2-bromo-3-(4-chloro-phenyl)-3-oxo-propionamide), NC(=S)N (thiourea). The solvent is C(C)O (ethanol). Conditions: time 4 hour. Yields the product NC=1SC(=C(N1)C1=CC=C(C=C1)Cl)C(=O)N (2-Amino-4-(4-chloro-phenyl)-thiazole-5-carboxylic acid amide). The yield is 16.5%. As a reaction SMILES: Br[CH:2]([C:6]([C:8]1[CH:13]=[CH:12][C:11]([Cl:14])=[CH:10][CH:9]=1)=O)[C:3]([NH2:5])=[O:4].[NH2:15][C:16]([NH2:18])=[S:17]>C(O)C>[NH2:18][C:16]1[S:17][C:2]([C:3]([NH2:5])=[O:4])=[C:6]([C:8]2[CH:13]=[CH:12][C:11]([Cl:14])=[CH:10][CH:9]=2)[N:15]=1. Procedure: To a mixture of 7.35 g (26.58 mmole) of 2-bromo-3-(4-chloro-phenyl)-3-oxo-propionamide and 300 mL of ethanol was added 2.02 g (26.58 mmole) of thiourea. The mixture was stirred at room temperature for 4 hours and then concentrated under reduced pressure. The residue was purified by silica gel chromatography, eluting with ethyl acetate-dichloromethane (1:3, then 3:1, then 1:0). Recrystallization of the residue gave 1.11 g of 2-amino-4-(4-chloro-phenyl)-thiazole-5-carboxylic acid amide (V.18) as p...